Task: describe an organic reaction: reactants, conditions, products, and yield. Dataset: the Open Reaction Database (ORD), a public repository of structured organic reaction records The reactants are COC(=O)c1ccc2nc3c(c(=O)n2c1)CCCC3=Cc1ccc(N)cc1, CC(=O)O, Cl, O=C(O)c1ccc2nc3c(c(=O)n2c1)CCCC3=Cc1ccc([N+](=O)[O-])cc1. The product is Nc1ccc(C=C2CCCc3c2nc2ccc(C(=O)O)cn2c3=O)cc1. RXN SMILES: [CH3:29][O:30][C:31]([c:32]1[cH:33][cH:34][c:35]2[n:36]([cH:37]1)[c:38](=[O:39])[c:40]1[c:53]([n:54]2)[C:44](=[CH:45][c:46]2[cH:47][cH:48][c:49]([NH2:50])[cH:51][cH:52]2)[CH2:43][CH2:42][CH2:41]1)=[O:55].[CH3:57][C:58](=[O:59])[OH:60].[ClH:56].[N+:1]([O-:2])(=[O:3])[c:4]1[cH:5][cH:6][c:7]([CH:8]=[C:9]2[CH2:10][CH2:11][CH2:12][c:13]3[c:14](=[O:26])[n:15]4[c:16]([n:17][c:18]32)[cH:19][cH:20][c:21]([C:23](=[O:24])[OH:25])[cH:22]4)[cH:27][cH:28]1>>[NH2:1][c:4]1[cH:5][cH:6][c:7]([CH:8]=[C:9]2[CH2:10][CH2:11][CH2:12][c:13]3[c:14](=[O:26])[n:15]4[c:16]([n:17][c:18]32)[cH:19][cH:20][c:21]([C:23](=[O:24])[OH:25])[cH:22]4)[cH:27][cH:28]1. The reactants are COC(=O)c1ccc(OCc2ccccc2OCc2ccccc2)cc1, C1CCOC1, CO, [Na+], [OH-]. Yields the product O=C(O)c1ccc(OCc2ccccc2OCc2ccccc2)cc1. Reaction SMILES: [CH2:1]([c:2]1[cH:3][cH:4][cH:5][cH:6][cH:7]1)[O:8][c:9]1[c:10]([CH2:11][O:12][c:13]2[cH:14][cH:15][c:16]([C:17](=[O:18])[O:19][CH3:20])[cH:21][cH:22]2)[cH:23][cH:24][cH:25][cH:26]1.[CH2:29]1[O:30][CH2:31][CH2:32][CH2:33]1.[CH3:34][OH:35].[Na+:28].[OH-:27]>>[CH2:1]([c:2]1[cH:3][cH:4][cH:5][cH:6][cH:7]1)[O:8][c:9]1[c:10]([CH2:11][O:12][c:13]2[cH:14][cH:15][c:16]([C:17](=[O:18])[OH:19])[cH:21][cH:22]2)[cH:23][cH:24][cH:25][cH:26]1. Yields the product COC=1C(=C(C2=C(N=C(S2)CCCN2CCN(CC2)CCCC=2SC3=C(N2)C=C(C(=C3OC)OC)OC)C1)OC)OC (N,N′-bis[3-(5,6,7-trimethoxybenzothiazol-2-yl)propyl]piperazine). The reactants are BrCCCC=1SC2=C(N1)C=C(C(=C2OC)OC)OC (2-(3-Bromopropyl)-5,6,7-trimethoxybenzothiazole), N1CCNCC1 (piperazine). As a reaction SMILES: Br[CH2:2][CH2:3][CH2:4][C:5]1[S:6][C:7]2[C:13]([O:14][CH3:15])=[C:12]([O:16][CH3:17])[C:11]([O:18][CH3:19])=[CH:10][C:8]=2[N:9]=1.[NH:20]1[CH2:25][CH2:24][NH:23][CH2:22][CH2:21]1>>[CH3:19][O:18][C:11]1[C:12]([O:16][CH3:17])=[C:13]([O:14][CH3:15])[C:7]2[S:6][C:5]([CH2:4][CH2:3][CH2:2][N:20]3[CH2:25][CH2:24][N:23]([CH2:2][CH2:3][CH2:4][C:5]4[S:6][C:7]5[C:13]([O:14][CH3:15])=[C:12]([O:16][CH3:17])[C:11]([O:18][CH3:19])=[CH:10][C:8]=5[N:9]=4)[CH2:22][CH2:21]3)=[N:9][C:8]=2[CH:10]=1. Reported procedure: 2-(3-Bromopropyl)-5,6,7-trimethoxybenzothiazole (328 mg) and piperazine (39 mg) were reacted in the same manner as in Example 1 to obtain the title compound as a free base.